Dataset: the Open Reaction Database (ORD), a public repository of structured organic reaction records. Task: describe an organic reaction: reactants, conditions, products, and yield Starting materials: COc1ccc(C23Cn4cc(C#N)cc4C(=O)N2CCN3C(=O)c2conc2C)cc1, CO, Cl, [H][H]. Yields the product COc1ccc(C23Cn4cc(CN)cc4C(=O)N2CCN3C(=O)c2conc2C)cc1. RXN SMILES: [CH3:1][O:2][c:3]1[cH:4][cH:5][c:6]([C:9]23[N:10]([C:11](=[O:20])[c:12]4[n:13]([cH:15][c:16]([C:18]#[N:19])[cH:17]4)[CH2:14]2)[CH2:21][CH2:22][N:23]3[C:24](=[O:25])[c:26]2[c:27]([CH3:31])[n:28][o:29][cH:30]2)[cH:7][cH:8]1.[CH3:35][OH:36].[ClH:32].[H:33][H:34]>>[CH3:1][O:2][c:3]1[cH:4][cH:5][c:6]([C:9]23[N:10]([C:11](=[O:20])[c:12]4[n:13]([cH:15][c:16]([CH2:18][NH2:19])[cH:17]4)[CH2:14]2)[CH2:21][CH2:22][N:23]3[C:24](=[O:25])[c:26]2[c:27]([CH3:31])[n:28][o:29][cH:30]2)[cH:7][cH:8]1. Reactants: O1C=C(C2=C1C=CC=C2)COC2=C1C=C(NC1=CC=C2)C(=O)O (4-(benzofuran-3-ylmethoxy)-1H-indole-2-carboxylic acid), Cl.Cl.Cl.NC1CCN(CC1)C[C@H](C)N1CCC(CC1)O (1-[(S)-2-(4-Amino-piperidin-1-yl)-1-methyl-ethyl]-piperidin-4-ol trihydrochloride). The product is OC1CCN(CC1)[C@H](CN1CCC(CC1)NC(=O)C=1NC2=CC=CC(=C2C1)OCC1=COC2=C1C=CC=C2)C (4-(Benzofuran-3-ylmethoxy)-1H-indole-2-carboxylic acid {1-[(S)-2-(4-hydroxy-piperidin-1-yl)-propyl]-piperidin-4-yl}-amide). As a reaction SMILES: [O:1]1[C:5]2[CH:6]=[CH:7][CH:8]=[CH:9][C:4]=2[C:3]([CH2:10][O:11][C:12]2[CH:20]=[CH:19][CH:18]=[C:17]3[C:13]=2[CH:14]=[C:15]([C:21](O)=[O:22])[NH:16]3)=[CH:2]1.Cl.Cl.Cl.[NH2:27][CH:28]1[CH2:33][CH2:32][N:31]([CH2:34][C@@H:35]([N:37]2[CH2:42][CH2:41][CH:40]([OH:43])[CH2:39][CH2:38]2)[CH3:36])[CH2:30][CH2:29]1>>[OH:43][CH:40]1[CH2:39][CH2:38][N:37]([C@@H:35]([CH3:36])[CH2:34][N:31]2[CH2:30][CH2:29][CH:28]([NH:27][C:21]([C:15]3[NH:16][C:17]4[C:13]([CH:14]=3)=[C:12]([O:11][CH2:10][C:3]3[C:4]5[CH:9]=[CH:8][CH:7]=[CH:6][C:5]=5[O:1][CH:2]=3)[CH:20]=[CH:19][CH:18]=4)=[O:22])[CH2:33][CH2:32]2)[CH2:42][CH2:41]1 |f:1.2.3.4|. Procedure details: This compound is synthesized analogously to example 1 from 4-(benzofuran-3-ylmethoxy)-1H-indole-2-carboxylic acid, 105 (see example 50) and amine 50. Starting materials: O=C1CCC(=O)N1Br, CC#N, Cc1cc(OCc2ccc(F)cc2F)cc(=O)n1-c1cccc(CN)c1. Yields the product Cc1cc(OCc2ccc(F)cc2F)c(Br)c(=O)n1-c1cccc(CN)c1. RXN SMILES: [Br:27][N:28]1[C:29](=[O:30])[CH2:31][CH2:32][C:33]1=[O:34].[CH3:35][C:36]#[N:37].[NH2:1][CH2:2][c:3]1[cH:4][c:5](-[n:9]2[c:10](=[O:26])[cH:11][c:12]([O:16][CH2:17][c:18]3[c:19]([F:25])[cH:20][c:21]([F:24])[cH:22][cH:23]3)[cH:13][c:14]2[CH3:15])[cH:6][cH:7][cH:8]1>>[NH2:1][CH2:2][c:3]1[cH:4][c:5](-[n:9]2[c:10](=[O:26])[c:11]([Br:27])[c:12]([O:16][CH2:17][c:18]3[c:19]([F:25])[cH:20][c:21]([F:24])[cH:22][cH:23]3)[cH:13][c:14]2[CH3:15])[cH:6][cH:7][cH:8]1. Reactants: ClC1=NC=NC2=CC(=CC=C12)[N+](=O)[O-] (4-chloro-7-nitroquinazoline), C(#C)C=1C=C(C=CC1)N (3-ethynylbenzenamine). Run in C(C)(C)O (isopropanol). The product is C(#C)C=1C=C(C=CC1)NC1=NC=NC2=CC(=CC=C12)[N+](=O)[O-] (N-(3-ethynylphenyl)-7-nitroquinazolin-4-amine). Yield: 93.9%. Reaction SMILES: Cl[C:2]1[C:11]2[C:6](=[CH:7][C:8]([N+:12]([O-:14])=[O:13])=[CH:9][CH:10]=2)[N:5]=[CH:4][N:3]=1.[C:15]([C:17]1[CH:18]=[C:19]([NH2:23])[CH:20]=[CH:21][CH:22]=1)#[CH:16]>C(O)(C)C>[C:15]([C:17]1[CH:18]=[C:19]([NH:23][C:2]2[C:11]3[C:6](=[CH:7][C:8]([N+:12]([O-:14])=[O:13])=[CH:9][CH:10]=3)[N:5]=[CH:4][N:3]=2)[CH:20]=[CH:21][CH:22]=1)#[CH:16]. Procedure: A mixture of 4-chloro-7-nitroquinazoline (2.0 g, 9.54 mmol), isopropanol (30 mL), and 3-ethynylbenzenamine (1.2 g, 10.00 mmol) was refluxed for 5 h. The reaction mixture was cooled to room temperature and refrigerated. The solid was filtered, washed with cold isopropanol several times, and dried in vacuo to give 2.6 g (94%) of N-(3-ethynylphenyl)-7-nitroquinazolin-4-amine as a yellow solid. Reactants: [H-].[Na+] (sodium hydride), Cl.NC1(C=2C=CC(NC2CCC1)=O)C (5-amino-5,6,7,8-tetrahydro-5-methyl-2(1H)-quinolinone hydrochloride), C(\C=C\C(=O)O)(=O)O (fumaric acid), precipitate, CI (Methyl iodide), [OH-].[Na+] (sodium hydroxide). Solvent: CN(C=O)C (dimethylformamide). Run at time 1.5 hour. Yields the product NC1(C=2C=CC(N(C2CCC1)C)=O)C (5,6,7,8-Tetrahydro-5-amino-1,5-dimethyl-2(1H)-quinolinone). The yield is 23.0%. RXN SMILES: [H-].[Na+].Cl.[NH2:4][C:5]1([CH3:16])[CH2:14][CH2:13][CH2:12][C:11]2[NH:10][C:9](=[O:15])[CH:8]=[CH:7][C:6]1=2.CI.[C:19](O)(=O)/C=C/C(O)=O.[OH-].[Na+]>CN(C)C=O>[NH2:4][C:5]1([CH3:16])[CH2:14][CH2:13][CH2:12][C:11]2[N:10]([CH3:19])[C:9](=[O:15])[CH:8]=[CH:7][C:6]1=2 |f:0.1,2.3,6.7|. Procedure details: A mixture of sodium hydride (50% in oil, 2.9 g), 5-amino-5,6,7,8-tetrahydro-5-methyl-2(1H)-quinolinone hydrochloride (5.43 g), and dimethylformamide (370 ml) was stirred at room temperature for 1.5 hrs. Methyl iodide (3.97 g) was added, and the mixture was allow to stand at room temperature for 20 hrs. The reaction mixture was concentrated in vacuo, and the residue was washed with dichloromethane. The washings were concentrated, the residue was dissolved in a mixture of ethyl acetate and methano... Starting materials: CC#N, CC(C)[O-], CC(C)[O-], CC(C)[O-], CC(C)[O-], NCCN1CCOCC1, Cn1c2c(c3cc(O)ccc31)CCC2=O, [Ti+4]. Product: Cn1c2c(c3cc(O)ccc31)CCC2=NCCN1CCOCC1. As a reaction SMILES: [CH3:25][C:26]#[N:27].[CH3:28][CH:29]([CH3:30])[O-:31].[CH3:33][CH:34]([CH3:35])[O-:36].[CH3:37][CH:38]([CH3:39])[O-:40].[CH3:41][CH:42]([CH3:43])[O-:44].[NH2:16][CH2:17][CH2:18][N:19]1[CH2:20][CH2:21][O:22][CH2:23][CH2:24]1.[OH:1][c:2]1[cH:3][c:4]2[c:5]3[c:6]([n:7]([CH3:11])[c:8]2[cH:9][cH:10]1)[C:12](=[O:15])[CH2:13][CH2:14]3.[Ti+4:32]>>[OH:1][c:2]1[cH:3][c:4]2[c:5]3[c:6]([n:7]([CH3:11])[c:8]2[cH:9][cH:10]1)[C:12](=[N:16][CH2:17][CH2:18][N:19]1[CH2:20][CH2:21][O:22][CH2:23][CH2:24]1)[CH2:13][CH2:14]3. Starting materials: C1(=CC=CC=C1)C=1C=C(C=CC1)S(=O)(=O)C1=C(C=2C3=C(N(C2C=C1)C)CC1CCC3N1)C(=O)OCCCC (butyl 2-[(3-phenyl)-phenyl]sulfonyl-5-methyl-5,6,7,8,9,10-hexahydro-7,10-epiminocyclohepta[b]indole-carboxylate), Cl (HCl). Solvent: C(C)O (ethanol). Run at time 8 hour. Yields the product Cl.C1(=CC=CC=C1)C=1C=C(C=CC1)S(=O)(=O)C=1C=C2C3=C(N(C2=CC1)C)CC1CCC3N1 (2-[(3-phenyl)-phenyl]sulfonyl-5-methyl-5,6,7,8,9,10-hexahydro-7,10-epiminocyclohepta[b]indole hydrochloride). Reaction SMILES: [C:1]1([C:7]2[CH:8]=[C:9]([S:13]([C:16]3[CH:24]=[CH:23][C:22]4[N:21]([CH3:25])[C:20]5[CH2:26][CH:27]6[NH:31][CH:30]([C:19]=5[C:18]=4[C:17]=3C(OCCCC)=O)[CH2:29][CH2:28]6)(=[O:15])=[O:14])[CH:10]=[CH:11][CH:12]=2)[CH:6]=[CH:5][CH:4]=[CH:3][CH:2]=1.[ClH:39]>C(O)C>[ClH:39].[C:1]1([C:7]2[CH:8]=[C:9]([S:13]([C:16]3[CH:17]=[C:18]4[C:22](=[CH:23][CH:24]=3)[N:21]([CH3:25])[C:20]3[CH2:26][CH:27]5[NH:31][CH:30]([C:19]4=3)[CH2:29][CH2:28]5)(=[O:14])=[O:15])[CH:10]=[CH:11][CH:12]=2)[CH:2]=[CH:3][CH:4]=[CH:5][CH:6]=1 |f:3.4|. Procedure: To a solution of the product of step A (0.30 g, 0.56 mmol) in ethanol (20 mL) was added concentrated HCl (8.0 mL). The reaction mixture was stirred at ambient temperature overnight then concentrated in vacuo. The residue was purified by semi-preparative HPLC. The free base was dissolved in methanol and treated with concentrated HCl then concentrated to dryness in vacuo to give 2-[(3-phenyl)-phenyl]sulfonyl-5-methyl-5,6,7,8,9,10-hexahydro-7,10-epiminocyclohepta[b]indole hydrochloride (98 mg, 38%,... Reactants: NC1=NC(=CC=C1)N (2,6-diaminopyridine), S(=O)(=O)(O)O.NC1=NC(=CC=C1)N.NC1=NC(=CC=C1)N (2,6-diaminopyridine hemisulfate salt), NC1=NC(=C(C=C1[N+](=O)[O-])S(=O)(=O)O)N (2,6-diamino-3-nitropyridine-5-sulfonic acid), NC=1C(=C(C(=NC1)[N+](=O)[O-])[N+](=O)[O-])N (diaminodinitropyridine). Solvent: OS(=O)(=O)O.O=S(=O)=O (oleum). The product is NC1=NC(=C(C=C1[N+](=O)[O-])S(=O)(=O)O)N (2,6-Diamino-3-nitropyridine-5-sulfonic acid), NC1=NC(=CC=C1S(=O)(=O)O)N (2,6-diaminopyridine-3-sulfonic acid). As a reaction SMILES: [NH2:1][C:2]1[C:7]([N+:8]([O-:10])=[O:9])=[CH:6][C:5]([S:11]([OH:14])(=[O:13])=[O:12])=[C:4]([NH2:15])[N:3]=1.NC1C(N)=C([N+]([O-])=O)C([N+]([O-])=O)=NC=1.NC1C=CC=C(N)N=1.S(O)(O)(=O)=O.NC1C=CC=C(N)N=1.NC1C=CC=C(N)N=1>OS(O)(=O)=O.O=S(=O)=O>[NH2:1][C:2]1[C:7]([N+:8]([O-:10])=[O:9])=[CH:6][C:5]([S:11]([OH:14])(=[O:13])=[O:12])=[C:4]([NH2:15])[N:3]=1.[NH2:15][C:4]1[C:5]([S:11]([OH:14])(=[O:12])=[O:13])=[CH:6][CH:7]=[C:2]([NH2:1])[N:3]=1 |f:3.4.5,6.7|. Reported procedure: In a second embodiment, the present invention further comprises the composition 2,6-diamino-3-nitropyridine-5-sulfonic acid (DANPS). This is the intermediate formed during the process of the present invention described above, which is undesirable in the diaminodinitropyridine product. 2,6-Diamino-3-nitropyridine-5-sulfonic acid is prepared by dissolving 2,6-diaminopyridine or 2,6-diaminopyridine hemisulfate salt in oleum to form 2,6-diaminopyridine-3-sulfonic acid and treating the resulting solu... The reactants are CS(=O)(=O)C=1C=C(C=CC1)C(CC)=O (1-(3-methane sulfonylphenyl)propan-1-one), C(C)O (ethanol), C(C)(=O)[O-].[Na+] (sodium acetate), Cl.NO (hydroxylamine hydrochloride). The solvent is O (water), C(C)(=O)OCC (Ethyl acetate). Run at temperature 90 celsius, time 3 hour. Product: Cl.CS(=O)(=O)C=1C=C(C=CC1)C(CC)N (1-(3-methane sulfonylphenyl)propylamine Hydrochloride). Reaction SMILES: [CH3:1][S:2]([C:5]1[CH:6]=[C:7]([C:11](=O)[CH2:12][CH3:13])[CH:8]=[CH:9][CH:10]=1)(=[O:4])=[O:3].C(O)C.C([O-])(=O)C.[Na+].[ClH:23].[NH2:24]O>O.C(OCC)(=O)C>[ClH:23].[CH3:1][S:2]([C:5]1[CH:6]=[C:7]([CH:11]([NH2:24])[CH2:12][CH3:13])[CH:8]=[CH:9][CH:10]=1)(=[O:4])=[O:3] |f:2.3,4.5,8.9|. Procedure: To 1-(3-methane sulfonylphenyl)propan-1-one (188 g), ethanol (4.7 ml), sodium acetate (1.09 g), and hydroxylamine hydrochloride (0.68 g) were added and the mixture was stirred at 90° C. for 3 hours. Ethyl acetate and water were added to the reaction solution, the mixture was separated, then the organic layer was successively washed with saturated saline, dried over with anhydrous sodium sulfate, then concentrated. The obtained 1-(3-methane sulfonylphenyl)propan-1-one oxime was used instead of th... Reactants: BrCC1CCCCO1, O=C1Nc2cccc(Cl)c2C12COc1cc3c(cc12)OCO3, ClCc1ccc(Cl)s1. The product is O=C1N(Cc2ccc(Cl)s2)c2cccc(Cl)c2C12COc1cc3c(cc12)OCO3. As a reaction SMILES: [Br:9][CH2:10][CH:11]1[CH2:12][CH2:13][CH2:14][CH2:15][O:16]1.[Cl:17][c:18]1[c:19]2[c:20]([cH:21][cH:22][cH:23]1)[NH:24][C:25](=[O:38])[C:26]21[CH2:27][O:28][c:29]2[c:30]1[cH:31][c:32]1[c:33]([cH:37]2)[O:34][CH2:35][O:36]1.[Cl:1][c:2]1[s:3][c:4]([CH2:7][Cl:8])[cH:5][cH:6]1>>[Cl:1][c:2]1[s:3][c:4]([CH2:7][N:24]2[c:20]3[c:19]([c:18]([Cl:17])[cH:23][cH:22][cH:21]3)[C:26]3([C:25]2=[O:38])[CH2:27][O:28][c:29]2[c:30]3[cH:31][c:32]3[c:33]([cH:37]2)[O:34][CH2:35][O:36]3)[cH:5][cH:6]1.